describe an organic reaction: reactants, conditions, products, and yield From a dataset of the Open Reaction Database (ORD), a public repository of structured organic reaction records. Reactants: ClC1=CC2=C(NC(C=3C(N2)=CSC3)=S)C=C1 (6-chloro-4,9-dihydro-10H-thieno[3,4-b][1,5]benzodiazepin-10-thione), COS(=O)(=O)[O-] (methylsulfate), O1CCOCC1 (dioxane), [OH-].[K+] (potassium hydroxide). Run in CO (methanol), CO (methanol). Conditions: time 3 hour. Product: ClC1=CC2=C(N=C(C=3C(N2)=CSC3)SC)C=C1 (6-Chloro-10-(methylthio)-4H-thieno[3,4-b][1,5]benzodiazepine). As a reaction SMILES: [Cl:1][C:2]1[CH:16]=[CH:15][C:5]2[NH:6][C:7](=[S:14])[C:8]3[C:9](=[CH:11][S:12][CH:13]=3)[NH:10][C:4]=2[CH:3]=1.O1CCOC[CH2:18]1.[OH-].[K+].COS([O-])(=O)=O>CO>[Cl:1][C:2]1[CH:16]=[CH:15][C:5]2[N:6]=[C:7]([S:14][CH3:18])[C:8]3[C:9](=[CH:11][S:12][CH:13]=3)[NH:10][C:4]=2[CH:3]=1 |f:2.3|. Procedure: To a stirred suspension of 0.7 g. of 6-chloro-4,9-dihydro-10H-thieno[3,4-b][1,5]benzodiazepin-10-thione in 10 ml. of dioxane is added dropwise and simultaneously at 30°-40° C., a solution of 0.95 g. of potassium hydroxide in 10 ml. of methanol and 0.8 g. of methylsulfate. After addition is complete, the mixture is stirred for 3 hours, diluted with methanol and filtered. The filtrate is concentrated to 20 ml. and diluted with water. The precipitate is collected, washed with water and recrystalliz... Starting materials: COC(=O)C1CN(C(C1)=O)CC1COC2=C(O1)C=CC=C2 (1-(2,3-dihydro-benzo[1,4]dioxin-2-ylmethyl)-5-oxo-pyrrolidine-3-carboxylic acid methyl ester), BH3-tetrahydrofuran, [B] (boron), CO (methanol), Cl (HCl). The solvent is O1CCCC1 (tetrahydrofuran). Conditions: temperature 0 celsius, time 5 hour. Yields the product COC(=O)C1CN(CC1)CC1COC2=C(O1)C=CC=C2 (1-(2,3-Dihydro-benzo[1,4]dioxin-2-ylmethyl)-pyrrolidine-3-carboxylic acid methyl ester). Reaction SMILES: [CH3:1][O:2][C:3]([CH:5]1[CH2:9][C:8](=O)[N:7]([CH2:11][CH:12]2[O:17][C:16]3[CH:18]=[CH:19][CH:20]=[CH:21][C:15]=3[O:14][CH2:13]2)[CH2:6]1)=[O:4].[B].CO.Cl>O1CCCC1>[CH3:1][O:2][C:3]([CH:5]1[CH2:9][CH2:8][N:7]([CH2:11][CH:12]2[O:17][C:16]3[CH:18]=[CH:19][CH:20]=[CH:21][C:15]=3[O:14][CH2:13]2)[CH2:6]1)=[O:4]. Procedure details: A solution containing 300 mg (1.03 mmol) of 1-(2,3-dihydro-benzo[1,4]dioxin-2-ylmethyl)-5-oxo-pyrrolidine-3-carboxylic acid methyl ester in dry tetrahydrofuran (4 mL) was cooled to 0° C. under nitrogen. After adding 4 mL of 1M BH3-tetrahydrofuran solution (4.12 mmol), the reaction mixture was allowed to warm to room temperature and it was stirred for 5 h. Decomposition of the boron complexes was effected by addition of 3 mL of methanol and 3 mL of 6 M HCl-solution followed by stirring the mixtur... Starting materials: CN1CCC(N)C12CCCCC2, CCCCCC, O=C(Cl)c1ccc(Cl)c(Cl)c1, ClC(Cl)Cl, [Na+], O=C([O-])O. Product: CN1CCC(NC(=O)c2ccc(Cl)c(Cl)c2)C12CCCCC2. Reaction SMILES: [CH3:1][N:2]1[CH2:3][CH2:4][CH:5]([NH2:12])[C:6]12[CH2:7][CH2:8][CH2:9][CH2:10][CH2:11]2.[CH3:29][CH2:30][CH2:31][CH2:32][CH2:33][CH3:34].[Cl:18][c:19]1[cH:20][c:21]([C:22](=[O:23])[Cl:24])[cH:25][cH:26][c:27]1[Cl:28].[Cl:35][CH:36]([Cl:37])[Cl:38].[Na+:17].[O-:13][C:14]([OH:15])=[O:16]>>[CH3:1][N:2]1[CH2:3][CH2:4][CH:5]([NH:12][C:22]([c:21]2[cH:20][c:19]([Cl:18])[c:27]([Cl:28])[cH:26][cH:25]2)=[O:23])[C:6]12[CH2:7][CH2:8][CH2:9][CH2:10][CH2:11]2. Reactants: NC1=CC=CC=C1 (aniline), CN(C(=O)Cl)C(=O)N(C)C (2,4,4-trimethylallophanoyl chloride). The solvent is O1CCCC1 (tetrahydrofuran), O1CCCC1 (tetrahydrofuran). Conditions: time 1 hour. Product: CN(C(=O)N(C(=O)NC1=CC=CC=C1)C)C (1,1,3-trimethyl-5-phenylbiuret). Yield: 146.9%. RXN SMILES: [NH2:1][C:2]1[CH:7]=[CH:6][CH:5]=[CH:4][CH:3]=1.[CH3:8][N:9]([C:13]([N:15]([CH3:17])[CH3:16])=[O:14])[C:10](Cl)=[O:11]>O1CCCC1>[CH3:16][N:15]([CH3:17])[C:13]([N:9]([CH3:8])[C:10]([NH:1][C:2]1[CH:7]=[CH:6][CH:5]=[CH:4][CH:3]=1)=[O:11])=[O:14]. Procedure details: In 50 ml of anhydrous tetrahydrofuran, 7.4 g (0.08 mole) of aniline was dissolved. The mixture was cooled below 0° C., and a solution prepared by dissolving 6.4 g (0.04 mole) of 2,4,4-trimethylallophanoyl chloride in 10 ml of anhydrous tetrahydrofuran was added dropwise under stirring. The reaction was continued at a room temperature for 1 hour, then the solvent was removed by distillation under a reduced pressure, and water was added to form an insoluble matter. The insoluble matter was obtaine... Reactants: COc1cc2ccnc(CSc3nc4ccccc4[nH]3)c2cc1OC, ClC(Cl)Cl, [Na+], [Na+], O=C([O-])O, O, O=C(OO)c1cccc(Cl)c1, O=S([O-])O. Yields the product COc1cc2ccnc(CS(=O)c3nc4ccccc4[nH]3)c2cc1OC. RXN SMILES: [CH3:1][O:2][c:3]1[cH:4][c:5]2[cH:6][cH:7][n:8][c:9]([CH2:15][S:16][c:17]3[nH:18][c:19]4[c:20]([n:21]3)[cH:22][cH:23][cH:24][cH:25]4)[c:10]2[cH:11][c:12]1[O:13][CH3:14].[Cl:47][CH:48]([Cl:49])[Cl:50].[Na+:41].[Na+:46].[O-:37][C:38]([OH:39])=[O:40].[OH2:51].[OH:26][O:27][C:28]([c:29]1[cH:30][c:31]([Cl:32])[cH:33][cH:34][cH:35]1)=[O:36].[S:42](=[O:43])([OH:44])[O-:45]>>[CH3:1][O:2][c:3]1[cH:4][c:5]2[cH:6][cH:7][n:8][c:9]([CH2:15][S:16]([c:17]3[n:18][c:19]4[c:20]([nH:21]3)[cH:22][cH:23][cH:24][cH:25]4)=[O:26])[c:10]2[cH:11][c:12]1[O:13][CH3:14]. Reactants: C1CCOC1, CCOC(=O)c1cc2cc(OC)cnc2[nH]1, ClCc1ccc(Cl)cc1, [H-], [Na+], CN(C)C=O. The product is CCOC(=O)c1cc2cc(OC)cnc2n1Cc1ccc(Cl)cc1. Reaction SMILES: [CH2:33]1[O:34][CH2:35][CH2:36][CH2:37]1.[CH3:1][O:2][c:3]1[cH:4][c:5]2[c:6]([n:7][cH:8]1)[nH:9][c:10]([C:12](=[O:13])[O:14][CH2:15][CH3:16])[cH:11]2.[Cl:19][c:20]1[cH:21][cH:22][c:23]([CH2:24][Cl:25])[cH:26][cH:27]1.[H-:17].[Na+:18].[O:28]=[CH:29][N:30]([CH3:31])[CH3:32]>>[CH3:1][O:2][c:3]1[cH:4][c:5]2[c:6]([n:7][cH:8]1)[n:9]([CH2:24][c:23]1[cH:22][cH:21][c:20]([Cl:19])[cH:27][cH:26]1)[c:10]([C:12](=[O:13])[O:14][CH2:15][CH3:16])[cH:11]2. Starting materials: BrC=1C=2N(N=C(C1)Cl)C(=CN2)C(=O)NC2=CC=NC=C2 (8-bromo-6-chloro-N-(pyridin-4-yl)imidazo[1,2-b]pyridazine-3-carboxamide), ClC=1C=C(C=2N(N1)C(=CN2)C(=O)NC2=CC=NC=C2)Cl (6,8-dichloro-N-(pyridin-4-yl)imidazo[1,2-b]pyridazine-3-carboxamide), N1=C(C=CC=C1)N (pyridin-2-amine), CC(C)([O-])C.[K+] (Potassium tert-butoxide). Conditions: time 1 hour. The product is ClC=1C=C(C=2N(N1)C(=CN2)C(=O)NC2=CC=NC=C2)NC2=NC=CC=C2 (6-chloro-8-(pyridin-2-ylamino)-N-(pyridin-4-yl)imidazo[1,2-b]pyridazine-3-carboxamide). The yield is 55.5%. As a reaction SMILES: Br[C:2]1[C:3]2[N:4]([C:9]([C:12]([NH:14][C:15]3[CH:20]=[CH:19][N:18]=[CH:17][CH:16]=3)=[O:13])=[CH:10][N:11]=2)[N:5]=[C:6]([Cl:8])[CH:7]=1.ClC1C=C(Cl)C2N(C(C(NC3C=CN=CC=3)=O)=CN=2)N=1.[N:41]1[CH:46]=[CH:45][CH:44]=[CH:43][C:42]=1[NH2:47].CC(C)([O-])C.[K+]>>[Cl:8][C:6]1[CH:7]=[C:2]([NH:47][C:42]2[CH:43]=[CH:44][CH:45]=[CH:46][N:41]=2)[C:3]2[N:4]([C:9]([C:12]([NH:14][C:15]3[CH:20]=[CH:19][N:18]=[CH:17][CH:16]=3)=[O:13])=[CH:10][N:11]=2)[N:5]=1 |f:3.4|. Procedure details: To a vial was added a mixture of 8-bromo-6-chloro-N-(pyridin-4-yl)imidazo[1,2-b]pyridazine-3-carboxamide and 6,8-dichloro-N-(pyridin-4-yl)imidazo[1,2-b]pyridazine-3-carboxamide 1E (0.316 g, 0.896 mmol) and pyridin-2-amine (0.084 g, 0.896 mmol). The vial was purged with nitrogen, and THF (1 mL) was added. Potassium tert-butoxide (2.69 mL, 2.69 mmol, 1M in THF) was added and the mixture was stirred at room temperature. After 1 h, the reaction was quenched with a few drops of TFA and methanol. The ... Reactants: CN1CCCC1=O, CCN(C(C)C)C(C)C, Clc1cc(Cl)ncn1, Nc1ccc2[nH]ccc2c1. Product: Clc1cc(Nc2ccc3[nH]ccc3c2)ncn1. As a reaction SMILES: [CH3:28][N:29]1[CH2:30][CH2:31][CH2:32][C:33]1=[O:34].[CH:19]([N:20]([CH2:21][CH3:22])[CH:23]([CH3:24])[CH3:25])([CH3:26])[CH3:27].[Cl:1][c:2]1[n:3][cH:4][n:5][c:6]([Cl:8])[cH:7]1.[NH2:9][c:10]1[cH:11][c:12]2[cH:13][cH:14][nH:15][c:16]2[cH:17][cH:18]1>>[c:2]1([NH:9][c:10]2[cH:11][c:12]3[cH:13][cH:14][nH:15][c:16]3[cH:17][cH:18]2)[n:3][cH:4][n:5][c:6]([Cl:8])[cH:7]1. Reactants: CCO, CCOC(=O)c1ccc(-c2nc(-c3ccccc3)ccc2Cl)cc1, Cl, [Na+], C1CCOC1, [OH-], O. Yields the product O=C(O)c1ccc(-c2nc(-c3ccccc3)ccc2Cl)cc1. RXN SMILES: [CH3:34][CH2:35][OH:36].[Cl:1][c:2]1[c:3](-[c:14]2[cH:15][cH:16][c:17]([C:18](=[O:19])[O:20][CH2:21][CH3:22])[cH:23][cH:24]2)[n:4][c:5](-[c:8]2[cH:9][cH:10][cH:11][cH:12][cH:13]2)[cH:6][cH:7]1.[ClH:32].[Na+:26].[O:27]1[CH2:28][CH2:29][CH2:30][CH2:31]1.[OH-:25].[OH2:33]>>[Cl:1][c:2]1[c:3](-[c:14]2[cH:15][cH:16][c:17]([C:18](=[O:19])[OH:20])[cH:23][cH:24]2)[n:4][c:5](-[c:8]2[cH:9][cH:10][cH:11][cH:12][cH:13]2)[cH:6][cH:7]1. Reactants: ClC=1C=C(C=C(C1Cl)Cl)C(F)(F)F (3,4,5-trichloro-trifluoromethylbenzene), ClC=1C=C(C=C(C1Cl)Cl)C(F)(F)F (3,4,5-Trichloro-trifluoromethylbenzene), [F-].[Li+] (lithium fluoride), N (ammonia). The solvent is CN1C(CCC1)=O (N-methylpyrrolidone). Run at temperature -95 celsius, time 4 hour. The product is ClC1=C(N)C(=CC(=C1)C(F)(F)F)Cl (2,6-dichloro-4-trifluoromethylaniline). Isolated yield 72.2%. RXN SMILES: [Cl:1][C:2]1[CH:3]=[C:4]([C:10]([F:13])([F:12])[F:11])[CH:5]=[C:6]([Cl:9])[C:7]=1Cl.[F-].[Li+].[NH3:16]>CN1CCCC1=O>[Cl:1][C:2]1[CH:3]=[C:4]([C:10]([F:13])([F:12])[F:11])[CH:5]=[C:6]([Cl:9])[C:7]=1[NH2:16] |f:1.2|. Reported procedure: 3,4,5-Trichloro-trifluoromethylbenzene (0.681 g, 2.73 mmol), lithium fluoride (7.1 mg, 0.273 mmol) and N-methylpyrrolidone (1.8 ml) are mixed in an autoclave. The autoclave is cooled to −95° C. and then ammonia (1.3 g, 76.4 mmol) is added. The autoclave is then heated at 250° C. and with stirring for 4 h and is subsequently allowed to return to room temperature. The reaction product is extracted by washing with water and with dichloromethane and then the organic phase is evaporated, after having...